This data is from the Open Reaction Database (ORD), a public repository of structured organic reaction records. The task is: describe an organic reaction: reactants, conditions, products, and yield Starting materials: Cl.COC([C@@H](N)CS)=O (L-cysteine methyl ester hydrochloride), CC1CCC(CC1)=O (4-methylcyclohexanone). The solvent is CO (methanol). The product is Cl.CC1CCC2(N[C@@H](CS2)C(=O)OC)CC1 (Methyl (3R)-8-methyl-1-thia-4-azaspiro[4.5]decane-3-carboxylate hydrochloride). As a reaction SMILES: [ClH:1].[CH3:2][O:3][C:4](=[O:9])[C@H:5]([CH2:7][SH:8])[NH2:6].[CH3:10][CH:11]1[CH2:16][CH2:15][C:14](=O)[CH2:13][CH2:12]1>CO>[ClH:1].[CH3:10][CH:11]1[CH2:16][CH2:15][C:14]2([S:8][CH2:7][C@@H:5]([C:4]([O:3][CH3:2])=[O:9])[NH:6]2)[CH2:13][CH2:12]1 |f:0.1,4.5|. Reported procedure: 34.3 g of L-cysteine methyl ester hydrochloride and 15.4 ml of 4-methylcyclohexanone are suspended in 70 ml of methanol and the suspension is refluxed for 3 hours. The suspension is concentrated to dryness under reduced pressure and the residue is recrystallized from isopropanol/methanol to give 25 g of colorless crystals of melting point 180° C. Reported procedure: A 2 mol/L aqueous solution of sodium hydroxide (1.3 mL) was added to a solution mixture of the obtained benzyl 2-(benzyloxy)-3-(pyridin-3-yl)benzoate (0.35 g) in dioxane (3.5 mL) and methanol (3.5 mL), followed by stirring at room temperature for 1 hour. A 2 mol/L aqueous solution of sodium hydroxide (1.3 mL) was added to the reaction mixture, followed by stirring at room temperature for 1 hour. The solvent was evaporated under reduced pressure, and water was added to the residue. After adjustin... Yields the product C(C1=CC=CC=C1)OC1=C(C(=O)O)C=CC=C1C=1C=NC=CC1 (2-(benzyloxy)-3-(pyridin-3-yl)benzoic acid). As a reaction SMILES: [OH-].[Na+].[CH2:3]([O:10][C:11]1[C:26]([C:27]2[CH:28]=[N:29][CH:30]=[CH:31][CH:32]=2)=[CH:25][CH:24]=[CH:23][C:12]=1[C:13]([O:15]CC1C=CC=CC=1)=[O:14])[C:4]1[CH:9]=[CH:8][CH:7]=[CH:6][CH:5]=1>O1CCOCC1.CO>[CH2:3]([O:10][C:11]1[C:26]([C:27]2[CH:28]=[N:29][CH:30]=[CH:31][CH:32]=2)=[CH:25][CH:24]=[CH:23][C:12]=1[C:13]([OH:15])=[O:14])[C:4]1[CH:5]=[CH:6][CH:7]=[CH:8][CH:9]=1 |f:0.1|. Starting materials: aqueous solution, [OH-].[Na+] (sodium hydroxide), C(C1=CC=CC=C1)OC1=C(C(=O)OCC2=CC=CC=C2)C=CC=C1C=1C=NC=CC1 (benzyl 2-(benzyloxy)-3-(pyridin-3-yl)benzoate), aqueous solution, [OH-].[Na+] (sodium hydroxide). Yield: 66.6%. Run in O1CCOCC1 (dioxane), CO (methanol). Reaction conditions: time 1 hour.